The task is: describe an organic reaction: reactants, conditions, products, and yield. This data is from the Open Reaction Database (ORD), a public repository of structured organic reaction records. Starting materials: O=C(OCc1ccccc1)ON1C(=O)CCC1=O, CC(C)=O, NC1(CO)CCCC1, [Na+], O=C([O-])O. The product is O=C(NC1(CO)CCCC1)OCc1ccccc1. Reaction SMILES: [C:14]([O:15][CH2:16][c:17]1[cH:18][cH:19][cH:20][cH:21][cH:22]1)([O:23][N:25]1[C:26](=[O:27])[CH2:28][CH2:29][C:30]1=[O:31])=[O:24].[CH3:32][C:33](=[O:34])[CH3:35].[NH2:1][C:2]1([CH2:7][OH:8])[CH2:3][CH2:4][CH2:5][CH2:6]1.[Na+:13].[O-:9][C:10]([OH:11])=[O:12]>>[NH:1]([C:2]1([CH2:7][OH:8])[CH2:3][CH2:4][CH2:5][CH2:6]1)[C:14]([O:15][CH2:16][c:17]1[cH:18][cH:19][cH:20][cH:21][cH:22]1)=[O:23]. The reactants are ClC1=CC=C(C=C1)C=1NC=CC1SC1=CC=CC=C1 (2-(p-chlorophenyl)-3-(phenylthio)pyrrole), S(=O)(=O)(O[O-])[O-].[K+].[K+] (potassium peroxymonosulfate), O (water), S(=O)(=O)(O[O-])[O-].[K+].[K+] (potassium peroxymonosulfate), O (water). The solvent is CO (methanol), CO (methanol). Run at time 5 hour. Yields the product ClC1=CC=C(C=C1)C=1NC=CC1S(=O)(=O)C1=CC=CC=C1 (2-(p-Chlorophenyl)-3-(phenylsulfonyl)pyrrole). Reaction SMILES: [Cl:1][C:2]1[CH:7]=[CH:6][C:5]([C:8]2[NH:9][CH:10]=[CH:11][C:12]=2[S:13][C:14]2[CH:19]=[CH:18][CH:17]=[CH:16][CH:15]=2)=[CH:4][CH:3]=1.S([O-])(O[O-])(=O)=[O:21].[K+].[K+].[OH2:28]>CO>[Cl:1][C:2]1[CH:3]=[CH:4][C:5]([C:8]2[NH:9][CH:10]=[CH:11][C:12]=2[S:13]([C:14]2[CH:19]=[CH:18][CH:17]=[CH:16][CH:15]=2)(=[O:21])=[O:28])=[CH:6][CH:7]=1 |f:1.2.3|. Procedure: A solution of 2-(p-chlorophenyl)-3-(phenylthio)pyrrole (1.0 g, 3.5 mmol) in methanol is treated with a solution of potassium peroxymonosulfate (2.95 g) in water (7.6 mL), stirred at room temperature for 5 hours, diluted with additional methanol, treated with a solution of potassium peroxymonosulfate (2.5 g) in water (7.4 mL), stirred at room temperature overnight and filtered to obtain a solid which is washed with water and dried to give the title product as a solid (mp 158°-159° C.). Reactants: O=C(Cl)COCc1ccccc1, COC(=O)C(C)(O)c1ccc(-c2ccccc2)cc1, c1ccncc1. Yields the product COC(=O)C(C)(OC(=O)COCc1ccccc1)c1ccc(-c2ccccc2)cc1. As a reaction SMILES: [CH2:20]([c:21]1[cH:22][cH:23][cH:24][cH:25][cH:26]1)[O:27][CH2:28][C:29](=[O:30])[Cl:31].[c:1]1(-[c:14]2[cH:15][cH:16][cH:17][cH:18][cH:19]2)[cH:2][cH:3][c:4]([C:7]([C:8](=[O:9])[O:10][CH3:11])([CH3:12])[OH:13])[cH:5][cH:6]1.[cH:32]1[cH:33][cH:34][n:35][cH:36][cH:37]1>>[c:1]1(-[c:14]2[cH:15][cH:16][cH:17][cH:18][cH:19]2)[cH:2][cH:3][c:4]([C:7]([C:8](=[O:9])[O:10][CH3:11])([CH3:12])[O:13][C:29]([CH2:28][O:27][CH2:20][c:21]2[cH:22][cH:23][cH:24][cH:25][cH:26]2)=[O:30])[cH:5][cH:6]1.